From a dataset of the Open Reaction Database (ORD), a public repository of structured organic reaction records. describe an organic reaction: reactants, conditions, products, and yield Reactants: N#Cc1cc(Br)ccc1O, CC1(C)N=C(C2SCCCS2)c2cc(Br)ccc2O1, [Li]CCCC, C=C(C)OC, CCCCCC, C1CCOC1, C1CSCSC1. Product: COC(C)COc1ccc(Br)cc1C#N, CC1(C)N=C(C2SCCCS2)c2cc(Br)ccc2O1. Reaction SMILES: [Br:12][c:13]1[cH:14][c:15]([C:20]#[N:21])[c:16]([OH:19])[cH:17][cH:18]1.[Br:27][c:28]1[cH:29][cH:30][c:31]2[c:32]([cH:45]1)[C:33]([CH:39]1[S:40][CH2:41][CH2:42][CH2:43][S:44]1)=[N:34][C:35]([CH3:37])([CH3:38])[O:36]2.[CH2:1]([Li:2])[CH2:3][CH2:4][CH3:5].[CH3:22][O:23][C:24](=[CH2:25])[CH3:26].[CH3:46][CH2:47][CH2:48][CH2:49][CH2:50][CH3:51].[O:52]1[CH2:53][CH2:54][CH2:55][CH2:56]1.[S:6]1[CH2:7][CH2:8][CH2:9][S:10][CH2:11]1>>[Br:12][c:13]1[cH:14][c:15]([C:20]#[N:21])[c:16]([O:19][CH2:25][CH:24]([O:23][CH3:22])[CH3:26])[cH:17][cH:18]1.[Br:27][c:28]1[cH:29][cH:30][c:31]2[c:32]([cH:45]1)[C:33]([CH:39]1[S:40][CH2:41][CH2:42][CH2:43][S:44]1)=[N:34][C:35]([CH3:37])([CH3:38])[O:36]2. Reactants: [OH-].[Na+] (sodium hydroxide), C(C1=CC=CC=C1)OCC(CC(=O)OC)=O (Methyl 4-(benzyloxy)-3-oxobutanoate), N(=[N+]=[N-])C1=CC=CC=C1 (azidobenzene), C[O-].[Na+] (sodium methanolate). The solvent is CO (methanol). Conditions: time 2 hour. The product is C(C1=CC=CC=C1)OCC1=C(N=NN1C1=CC=CC=C1)C(=O)O (5-[(benzyloxy)methyl]-1-phenyl-1H-1,2,3-triazole-4-carboxylic acid). Isolated yield 86.7%. As a reaction SMILES: [CH2:1]([O:8][CH2:9][C:10](=O)[CH2:11][C:12]([O:14]C)=[O:13])[C:2]1[CH:7]=[CH:6][CH:5]=[CH:4][CH:3]=1.[N:17]([C:20]1[CH:25]=[CH:24][CH:23]=[CH:22][CH:21]=1)=[N+:18]=[N-:19].C[O-].[Na+].[OH-].[Na+]>CO>[CH2:1]([O:8][CH2:9][C:10]1[N:17]([C:20]2[CH:25]=[CH:24][CH:23]=[CH:22][CH:21]=2)[N:18]=[N:19][C:11]=1[C:12]([OH:14])=[O:13])[C:2]1[CH:3]=[CH:4][CH:5]=[CH:6][CH:7]=1 |f:2.3,4.5|. Reported procedure: Methyl 4-(benzyloxy)-3-oxobutanoate (5.00 g) and azidobenzene (2.68 g) were dissolved in methanol (30 ml), sodium methanolate (28% methanol solution, 6.5 g) was added and the mixture was stirred at room temperature for 2 hr, and then heated under reflux for 18 hr. 1M Aqueous sodium hydroxide solution (10 ml) was added and the mixture was heated under reflux for 2 hr. The reaction mixture was cooled to room temperature and concentrated under reduced pressure. The residue was dissolved in water an...